Dataset: the Open Reaction Database (ORD), a public repository of structured organic reaction records. Task: describe an organic reaction: reactants, conditions, products, and yield Starting materials: c1ccc(Cn2ccnc2)cc1, C1CCOC1, [Li]CCCC, CCCCCC, CN(C)CCN(C)C, C=CCC(C)(C)C=O, O. Product: C=CCC(C)(C)C(O)C(c1ccccc1)n1ccnc1. As a reaction SMILES: [CH2:12]([c:13]1[cH:14][cH:15][cH:16][cH:17][cH:18]1)[n:19]1[cH:20][n:21][cH:22][cH:23]1.[CH2:40]1[O:41][CH2:42][CH2:43][CH2:44]1.[CH2:7]([Li:8])[CH2:9][CH2:10][CH3:11].[CH3:1][CH2:2][CH2:3][CH2:4][CH2:5][CH3:6].[CH3:24][N:25]([CH2:26][CH2:27][N:28]([CH3:29])[CH3:30])[CH3:31].[CH3:32][C:33]([CH:34]=[O:35])([CH2:36][CH:37]=[CH2:38])[CH3:39].[OH2:45]>>[CH:12]([c:13]1[cH:14][cH:15][cH:16][cH:17][cH:18]1)([n:19]1[cH:20][n:21][cH:22][cH:23]1)[CH:34]([C:33]([CH3:32])([CH2:36][CH:37]=[CH2:38])[CH3:39])[OH:35]. The reactants are C1COCCO1, NC1(CC(=O)O)CCCCC1, [Na+], [OH-], O, O=C=Nc1ccccc1. Reaction SMILES: [CH2:23]1[O:24][CH2:25][CH2:26][O:27][CH2:28]1.[NH2:1][C:2]1([CH2:8][C:9](=[O:10])[OH:11])[CH2:3][CH2:4][CH2:5][CH2:6][CH2:7]1.[Na+:13].[OH-:12].[OH2:29].[c:14]1([N:20]=[C:21]=[O:22])[cH:15][cH:16][cH:17][cH:18][cH:19]1>>[NH:1]([C:2]1([CH2:8][C:9](=[O:10])[OH:11])[CH2:3][CH2:4][CH2:5][CH2:6][CH2:7]1)[C:21]([NH:20][c:14]1[cH:15][cH:16][cH:17][cH:18][cH:19]1)=[O:22]. Product: O=C(O)CC1(NC(=O)Nc2ccccc2)CCCCC1. The reactants are C(C)N1CCC(CC1)C1=CC=CC=C1 (1-ethyl-4-phenylpiperidine), ClCCl (dichloromethane), C(C)N1CCC(CC1)C1=CC=CC=C1 (1-ethyl-4-phenylpiperidine), C(C)(=O)O (acetic acid), II (iodine). Reagents/catalysts: FC(S(=O)(=O)[O-])(F)F.[Ag+] (silver trifluoromethanesulfonate). Run in C(C)(=O)OCC (Ethyl acetate). Conditions: time 8 hour. Yields the product C(C)N1CCC(CC1)C1=CC=C(C=C1)I (1-ethyl-4-(4-iodophenyl)piperidine). As a reaction SMILES: ClCCl.[CH2:4]([N:6]1[CH2:11][CH2:10][CH:9]([C:12]2[CH:17]=[CH:16][CH:15]=[CH:14][CH:13]=2)[CH2:8][CH2:7]1)[CH3:5].C(O)(=O)C.[I:22]I>FC(F)(F)S([O-])(=O)=O.[Ag+].C(OCC)(=O)C>[CH2:4]([N:6]1[CH2:7][CH2:8][CH:9]([C:12]2[CH:17]=[CH:16][C:15]([I:22])=[CH:14][CH:13]=2)[CH2:10][CH2:11]1)[CH3:5] |f:4.5|. Procedure details: A dichloromethane (36 mL) mixture of 1-ethyl-4-phenylpiperidine (1.37 g, 7.23 mmol), acetic acid (500 μL), silver trifluoromethanesulfonate (3.72 g), and iodine (3.67 g) was stirred overnight. Ethyl acetate was added, then the insoluble matter was removed by filtration. The obtained filtrate was washed with ammonia water, aqueous sodium thiosulfate solution and saturated saline. After dried with anhydrous magnesium sulfate, this was concentrated and purified by flash column chromatography (FPNH,... Starting materials: anhydride, Cl (HCl), N[C@@H](C)C(=O)NC1=CC=C(C=C1)C=1NC(C(C(=O)O)=CC1)=O (6-[4-(L-alanylamino)phenyl]-1,2-dihydro-2-oxonicotinic acid), CN(C)C=O (DMF), C(=O)OC(C)=O (acetic-formic anhydride). Run in CCN(CC)CC (Et3N), CCN(CC)CC (Et3N), O (water), CCN(CC)CC (Et3N). Conditions: temperature 5 celsius. Yields the product C(=O)N[C@@H](C)C(=O)NC1=CC=C(C=C1)C=1NC(C(C(=O)O)=CC1)=O (6-[4-(N-formyl-L-alanylamino)phenyl]-1,2-dihydro-2-oxonicotinic acid). As a reaction SMILES: [NH2:1][C@H:2]([C:4]([NH:6][C:7]1[CH:12]=[CH:11][C:10]([C:13]2[NH:14][C:15](=[O:22])[C:16](=[CH:20][CH:21]=2)[C:17]([OH:19])=[O:18])=[CH:9][CH:8]=1)=[O:5])[CH3:3].CN([CH:26]=[O:27])C.C(OC(=O)C)=O.Cl>CCN(CC)CC.O>[CH:26]([NH:1][C@H:2]([C:4]([NH:6][C:7]1[CH:8]=[CH:9][C:10]([C:13]2[NH:14][C:15](=[O:22])[C:16](=[CH:20][CH:21]=2)[C:17]([OH:19])=[O:18])=[CH:11][CH:12]=1)=[O:5])[CH3:3])=[O:27]. Procedure: A suspension of 1.0 g (3.3 mM) of 6-[4-(L-alanylamino)phenyl]-1,2-dihydro-2-oxonicotinic acid, Example 4, and 6 ml of DMF was stirred at 5° C. Addition of 1.5 ml of Et3N gave a clear solution. A 3 ml portion of acetic-formic anhydride [Fieser & Fieser "Reagents for Organic Synthesis," Vol. 1, p. 4, 1967] was added and the mixture stirred at 5° C. for 30 minutes. Addition of 0.6 ml Et3N gave a clear solution which was stirred at 5° C. for 40 minutes. Another 2 ml of the anhydride was added and th... Reactants: N#Cc1ccc(N=C=O)cc1, CCOC(C)=O, CO, NCCC(=O)O, [Na+], [OH-]. As a reaction SMILES: [C:11](#[N:12])[c:13]1[cH:14][cH:15][c:16]([N:19]=[C:20]=[O:21])[cH:17][cH:18]1.[CH3:22][CH2:23][O:24][C:25](=[O:26])[CH3:27].[CH3:9][OH:10].[NH2:1][CH2:2][CH2:3][C:4](=[O:5])[OH:6].[Na+:8].[OH-:7]>>[NH:1]([CH2:2][CH2:3][C:4](=[O:5])[OH:6])[C:20]([NH:19][c:16]1[cH:15][cH:14][c:13]([C:11]#[N:12])[cH:18][cH:17]1)=[O:21]. The product is N#Cc1ccc(NC(=O)NCCC(=O)O)cc1. Starting materials: Clc1nncc2cc(Br)ccc12, O=C([O-])[O-], CC#N, [K+], [K+], NC(=O)C1CCCNC1. The product is NC(=O)C1CCCN(c2nncc3cc(Br)ccc23)C1. As a reaction SMILES: [Br:10][c:11]1[cH:12][c:13]2[cH:14][n:15][n:16][c:17]([Cl:21])[c:18]2[cH:19][cH:20]1.[C:22](=[O:23])([O-:24])[O-:25].[CH3:28][C:29]#[N:30].[K+:26].[K+:27].[NH2:1][C:2](=[O:3])[CH:4]1[CH2:5][CH2:6][CH2:7][NH:8][CH2:9]1>>[NH2:1][C:2](=[O:3])[CH:4]1[CH2:5][CH2:6][CH2:7][N:8]([c:17]2[n:16][n:15][cH:14][c:13]3[cH:12][c:11]([Br:10])[cH:20][cH:19][c:18]32)[CH2:9]1.